This data is from the Open Reaction Database (ORD), a public repository of structured organic reaction records. The task is: describe an organic reaction: reactants, conditions, products, and yield The reactants are CC(C)(C)[O-], CS(C)=O, [K+], CCOC(=O)c1cc(C)cn1Cc1cc(Cl)ccc1N, O. Yields the product Cc1cc2n(c1)Cc1cc(Cl)ccc1NC2=O. As a reaction SMILES: [CH3:21][C:22]([CH3:23])([O-:24])[CH3:25].[CH3:28][S:29](=[O:30])[CH3:31].[K+:26].[NH2:1][c:2]1[c:3]([CH2:9][n:10]2[c:11]([C:16]([O:18][CH2:17][CH3:19])=[O:20])[cH:12][c:13]([CH3:15])[cH:14]2)[cH:4][c:5]([Cl:8])[cH:6][cH:7]1.[OH2:27]>>[NH:1]1[c:2]2[c:3]([cH:4][c:5]([Cl:8])[cH:6][cH:7]2)[CH2:9][n:10]2[c:11]([cH:12][c:13]([CH3:15])[cH:14]2)[C:16]1=[O:18]. The reactants are S(=O)(Cl)Cl (Thionyl chloride), N[C@@H]1C[C@H](CCC1)C(=O)O (trans-3-amino-cyclohexane carboxylic acid), CO (MeOH). Reaction conditions: temperature 65 celsius. The product is N[C@@H]1C[C@H](CCC1)C(=O)OC (trans-methyl 3-aminocyclohexanecarboxylate). Yield: 90.9%. RXN SMILES: S(Cl)(Cl)=O.[NH2:5][C@H:6]1[CH2:11][CH2:10][CH2:9][C@H:8]([C:12]([OH:14])=[O:13])[CH2:7]1.[CH3:15]O>>[NH2:5][C@H:6]1[CH2:11][CH2:10][CH2:9][C@H:8]([C:12]([O:14][CH3:15])=[O:13])[CH2:7]1. Procedure details: Thionyl chloride (0.6 ml) was added to a solution of trans-3-amino-cyclohexane carboxylic acid (0.5 g, 2.8 mmol) in MeOH (20 ml) at 0° C. The reaction mixture was heated to 65° C. and concentrated in vacuum. The resulting residue was partitioned between saturated sodium bicarbonate (10 ml) and extracted with ethyl acetate. The combined organic layer was washed with brine solution, dried over anhydrous sodium sulfate, filtered and concentrated under vacuum to afford 400 mg (90.9%) of trans-methyl... The reactants are Cl.C(C)C1=NC2=C(N1C1=NC(=C3N=C(N(C3=N1)C)CC1CCNCC1)N1CCOCC1)C=CC=C2 (2-(2-ethylbenzoimidazol-1-yl)-9-methyl-6-morpholin-4-yl-8-piperidin-4-ylmethyl-9H-purine hydrochloride), C([C@@H](O)C)(=O)[O-].[Na+] (sodium L-lactate), C=1C=CC2=C(C1)N=NN2O (HOBt), CN1CCOCC1 (NMM), CCN=C=NCCCN(C)C (EDCI). The solvent is C1CCOC1 (THF). Conditions: time 1 hour. Yields the product C(C)C1=NC2=C(N1C1=NC(=C3N=C(N(C3=N1)C)CC1CCN(CC1)C([C@H](C)O)=O)N1CCOCC1)C=CC=C2 ((S)-1-(4-((2-(2-ethyl-1H-benzo[d]imidazol-1-yl)-9-methyl-6-morpholino-9H-purin-8-yl)methyl)piperidin-1-yl)-2-hydroxypropan-1-one). Isolated yield 112.6%. As a reaction SMILES: Cl.[CH2:2]([C:4]1[N:8]([C:9]2[N:17]=[C:16]3[C:12]([N:13]=[C:14]([CH2:19][CH:20]4[CH2:25][CH2:24][NH:23][CH2:22][CH2:21]4)[N:15]3[CH3:18])=[C:11]([N:26]3[CH2:31][CH2:30][O:29][CH2:28][CH2:27]3)[N:10]=2)[C:7]2[CH:32]=[CH:33][CH:34]=[CH:35][C:6]=2[N:5]=1)[CH3:3].[C:36]([O-])(=[O:40])[C@H:37]([CH3:39])[OH:38].[Na+].C1C=CC2N(O)N=NC=2C=1.CN1CCOCC1.CCN=C=NCCCN(C)C>C1COCC1>[CH2:2]([C:4]1[N:8]([C:9]2[N:17]=[C:16]3[C:12]([N:13]=[C:14]([CH2:19][CH:20]4[CH2:21][CH2:22][N:23]([C:36](=[O:40])[C@@H:37]([OH:38])[CH3:39])[CH2:24][CH2:25]4)[N:15]3[CH3:18])=[C:11]([N:26]3[CH2:27][CH2:28][O:29][CH2:30][CH2:31]3)[N:10]=2)[C:7]2[CH:32]=[CH:33][CH:34]=[CH:35][C:6]=2[N:5]=1)[CH3:3] |f:0.1,2.3|. Procedure: To a mixture of 2-(2-ethylbenzoimidazol-1-yl)-9-methyl-6-morpholin-4-yl-8-piperidin-4-ylmethyl-9H-purine hydrochloride (13 mg, 0.02 mmol), sodium L-lactate (5 mg, 0.04 mmol) and HOBt (4 mg, 0.03 mmol) in THF (1 mL) was added NMM (5 μL, 0.05 mmol) and EDCI (8 mg, 0.04 mmol) and the resulting mixture was stirred at r.t. for 1 h. The reaction mixture was partitioned between EtOAc and H2O, the organic layer washed with brine, dried (Na2SO4) and concentrated in vacuo. The resulting residue was purifi... Reactants: ClC(Cl)Cl, O=S(=O)(Cl)c1ccc(Nc2cnnc3cc(Cl)ccc23)cc1, Cl, CCN1CCCC(N)C1, [Na+], [Na+], O=C([O-])[O-], O. The product is CCN1CCCC(NS(=O)(=O)c2ccc(Nc3cnnc4cc(Cl)ccc34)cc2)C1. As a reaction SMILES: [CH:39]([Cl:40])([Cl:41])[Cl:42].[Cl:17][c:18]1[cH:19][cH:20][c:21]2[c:22]([NH:28][c:29]3[cH:30][cH:31][c:32]([S:35](=[O:36])(=[O:37])[Cl:38])[cH:33][cH:34]3)[cH:23][n:24][n:25][c:26]2[cH:27]1.[ClH:16].[NH2:1][CH:2]1[CH2:3][N:4]([CH2:8][CH3:9])[CH2:5][CH2:6][CH2:7]1.[Na+:10].[Na+:11].[O-:12][C:13](=[O:14])[O-:15].[OH2:43]>>[NH:1]([CH:2]1[CH2:3][N:4]([CH2:8][CH3:9])[CH2:5][CH2:6][CH2:7]1)[S:35]([c:32]1[cH:31][cH:30][c:29]([NH:28][c:22]2[c:21]3[cH:20][cH:19][c:18]([Cl:17])[cH:27][c:26]3[n:25][n:24][cH:23]2)[cH:34][cH:33]1)(=[O:36])=[O:37]. Reactants: ClC1=CC(=C(NC)C=C1Cl)[N+](=O)[O-] (4,5-dichloro-2-nitro-N-methyl-aniline), FC(C1CCNCC1)(F)F (4-trifluoromethyl-piperidine), C([O-])([O-])=O.[K+].[K+] (potassium carbonate). Run in CS(=O)C (DMSO). Product: ClC1=CC(=C(NC)C=C1N1CCC(CC1)C(F)(F)F)[N+](=O)[O-] (4-Chloro-N-methyl-2-nitro-5-(4-trifluoromethyl-piperidin-1-yl)aniline). As a reaction SMILES: [Cl:1][C:2]1[C:9](Cl)=[CH:8][C:5]([NH:6][CH3:7])=[C:4]([N+:11]([O-:13])=[O:12])[CH:3]=1.[F:14][C:15]([F:23])([F:22])[CH:16]1[CH2:21][CH2:20][NH:19][CH2:18][CH2:17]1.C(=O)([O-])[O-].[K+].[K+]>CS(C)=O>[Cl:1][C:2]1[C:9]([N:19]2[CH2:20][CH2:21][CH:16]([C:15]([F:23])([F:22])[F:14])[CH2:17][CH2:18]2)=[CH:8][C:5]([NH:6][CH3:7])=[C:4]([N+:11]([O-:13])=[O:12])[CH:3]=1 |f:2.3.4|. Procedure details: The sub-title compound was prepared from 4,5-dichloro-2-nitro-N-methyl-aniline (820 mg, 3.7 mmol), 4-trifluoromethyl-piperidine (680 mg, 4.5 mmol) and potassium carbonate (770 mg, 5.6 mmol) in DMSO (10 mL) in analogy to example 3, step (a). Starting materials: COc1ccc(C(=O)Nc2cc(N)ccc2Cl)cc1OC, O=C(Cl)c1cccc(N2CCOCC2)c1, O, c1ccncc1. The product is COc1ccc(C(=O)Nc2cc(NC(=O)c3cccc(N4CCOCC4)c3)ccc2Cl)cc1OC. RXN SMILES: [NH2:16][c:17]1[cH:18][cH:19][c:20]([Cl:36])[c:21]([NH:23][C:24]([c:25]2[cH:26][c:27]([O:33][CH3:34])[c:28]([O:31][CH3:32])[cH:29][cH:30]2)=[O:35])[cH:22]1.[O:1]1[CH2:2][CH2:3][N:4]([c:7]2[cH:8][c:9]([C:10](=[O:11])[Cl:12])[cH:13][cH:14][cH:15]2)[CH2:5][CH2:6]1.[OH2:37].[cH:38]1[cH:39][cH:40][n:41][cH:42][cH:43]1>>[O:1]1[CH2:2][CH2:3][N:4]([c:7]2[cH:8][c:9]([C:10](=[O:11])[NH:16][c:17]3[cH:18][cH:19][c:20]([Cl:36])[c:21]([NH:23][C:24]([c:25]4[cH:26][c:27]([O:33][CH3:34])[c:28]([O:31][CH3:32])[cH:29][cH:30]4)=[O:35])[cH:22]3)[cH:13][cH:14][cH:15]2)[CH2:5][CH2:6]1.